This data is from the Open Reaction Database (ORD), a public repository of structured organic reaction records. The task is: describe an organic reaction: reactants, conditions, products, and yield Starting materials: [H-].[Na+] (NaH), IC=1C=NNC1 (4-iodopyrazole), ClCCN1CCCC1 (1-(2-chloroethyl)pyrrolidine). Solvent: CN(C)C=O (DMF), CN(C)C=O (DMF). Reaction conditions: time 1 hour. Yields the product IC=1C=NN(C1)CCN1CCCC1 (4-iodo-1-(2-(pyrrolidin-1-yl)ethyl)-1H-pyrazole). RXN SMILES: [H-].[Na+].[I:3][C:4]1[CH:5]=[N:6][NH:7][CH:8]=1.Cl[CH2:10][CH2:11][N:12]1[CH2:16][CH2:15][CH2:14][CH2:13]1>CN(C=O)C>[I:3][C:4]1[CH:5]=[N:6][N:7]([CH2:10][CH2:11][N:12]2[CH2:16][CH2:15][CH2:14][CH2:13]2)[CH:8]=1 |f:0.1|. Procedure: NaH (60% paraffin oil dispersion, 0.507 g, 21.13 mmol) was added portionwise to a solution of 4-iodopyrazole in DMF at 0° C. The reaction mixture was stirred for 1 hour, treated with solution of 1-(2-chloroethyl)pyrrolidine (1.40 g, 10.56 mmol) in DMF, slowly warmed to RT and stirred for additional 16 hours. The reaction mixture was cooled to 0° C. and ice cold water was added, followed by extraction with EtOAc (2×40 mL). The combined organics were washed with water (3×40 mL), brine solution (40... The reactants are COC1=CC=C(C=C1)N (p-anisidine), CC=1C=C(C(=O)O)C=CC1[N+](=O)[O-] (3-methyl-4-nitrobenzoic acid). Product: CC=1C=C(C(=O)NC2=CC=C(C=C2)OC)C=CC1[N+](=O)[O-] (3-Methyl-4-nitro-N-(4-methoxyphenyl)benzamide). The yield is 92.9%. Reaction SMILES: [CH3:1][O:2][C:3]1[CH:8]=[CH:7][C:6]([NH2:9])=[CH:5][CH:4]=1.[CH3:10][C:11]1[CH:12]=[C:13]([CH:17]=[CH:18][C:19]=1[N+:20]([O-:22])=[O:21])[C:14](O)=[O:15]>>[CH3:10][C:11]1[CH:12]=[C:13]([CH:17]=[CH:18][C:19]=1[N+:20]([O-:22])=[O:21])[C:14]([NH:9][C:6]1[CH:7]=[CH:8][C:3]([O:2][CH3:1])=[CH:4][CH:5]=1)=[O:15]. Procedure details: Using p-anisidine (738 mg, 6.0 mmol) and 3-methyl-4-nitrobenzoic acid (906 mg, 5.0 mmol), the procedure of Reference Example 16 was repeated to obtain 1.33 g (93.0%) of the title compound in the form of yellow powder.